Dataset: the Open Reaction Database (ORD), a public repository of structured organic reaction records. Task: describe an organic reaction: reactants, conditions, products, and yield The reactants are COC(=O)c1c(C)cc(Br)cc1Cl, ClCCl, Cl[Cu], CN(C)C=O. Product: COC(=O)c1c(C)cc(Cl)cc1Cl. RXN SMILES: [CH3:1][O:2][C:3]([c:4]1[c:5]([Cl:12])[cH:6][c:7]([Br:11])[cH:8][c:9]1[CH3:10])=[O:13].[Cl:14][CH2:15][Cl:16].[Cu:22][Cl:23].[O:17]=[CH:18][N:19]([CH3:20])[CH3:21]>>[CH3:1][O:2][C:3]([c:4]1[c:5]([Cl:12])[cH:6][c:7]([Cl:14])[cH:8][c:9]1[CH3:10])=[O:13]. Starting materials: [Cl-].[NH4+] (ammonium chloride), CC=1CC2=C(C=CC(=C2C1)C(C)C)C (2-methyl-4-i-propyl-7-methylindene), [Cl-].C[SiH](C1C2=CC=CC=C2C=2C=CC=CC12)C (dimethyl(9-fluorenyl)silane chloride), C(CCC)[Li] (n-butyllithium). Solvent: CCOCC (ether), CCOCC (ether), CCCCCC (hexane). Run at temperature -78 celsius. The product is C[Si](C1C2=CC=CC=C2C=2C=CC=CC12)(C1C(=CC2=C(C=CC(=C12)C)C(C)C)C)C (dimethyl(2-methyl-4-i-propyl-7-methyl-1-indenyl)(9-fluorenyl)silane). The yield is 46.0%. RXN SMILES: [CH3:1][C:2]1[CH2:3][C:4]2[C:9]([CH:10]=1)=[C:8]([CH:11]([CH3:13])[CH3:12])[CH:7]=[CH:6][C:5]=2[CH3:14].C([Li])CCC.[Cl-].[CH3:21][SiH:22]([CH3:36])[CH:23]1[C:35]2[CH:34]=[CH:33][CH:32]=[CH:31][C:30]=2[C:29]2[C:24]1=[CH:25][CH:26]=[CH:27][CH:28]=2.[Cl-].[NH4+]>CCOCC.CCCCCC>[CH3:21][Si:22]([CH3:36])([CH:3]1[C:4]2[C:9](=[C:8]([CH:11]([CH3:12])[CH3:13])[CH:7]=[CH:6][C:5]=2[CH3:14])[CH:10]=[C:2]1[CH3:1])[CH:23]1[C:35]2[CH:34]=[CH:33][CH:32]=[CH:31][C:30]=2[C:29]2[C:24]1=[CH:25][CH:26]=[CH:27][CH:28]=2 |f:2.3,4.5|. Procedure details: A 100 ml four-necked flask equipped with a reflux tube, a thermometer and a dropping funnel was thoroughly purged with nitrogen and dried. To the flask, 2-methyl-4-i-propyl-7-methylindene (1.50 g, 8.06 mmol) and dehydrated ether (25 ml) were introduced. Under stirring at −78° C., a hexane solution of n-butyllithium (8.46 mmol) was dropwise added. After the dropwise addition, the temperature of the system was allowed to spontaneously and slowly rise to room temperature. The reaction mixture was s... Reactants: B, O=C([O-])O, CSC, CCOC(C)=O, CC(C)(C)OC(=O)N1CCN(c2ccc3c(c2)C(NC(=O)c2ccc(F)cc2)C(O)C3)C(=O)C1, [Na+], C1CCOC1, O. Yields the product CC(C)(C)OC(=O)N1CCN(c2ccc3c(c2)C(NC(=O)c2ccc(F)cc2)C(O)C3)CC1. RXN SMILES: [BH3:38].[C:40](=[O:41])([OH:42])[O-:43].[CH3:35][S:36][CH3:37].[CH3:50][CH2:51][O:52][C:53](=[O:54])[CH3:55].[F:1][c:2]1[cH:3][cH:4][c:5]([C:6](=[O:7])[NH:8][CH:9]2[CH:10]([OH:32])[CH2:11][c:12]3[cH:13][cH:14][c:15]([N:18]4[C:19](=[O:31])[CH2:20][N:21]([C:24](=[O:25])[O:26][C:27]([CH3:28])([CH3:29])[CH3:30])[CH2:22][CH2:23]4)[cH:16][c:17]32)[cH:33][cH:34]1.[Na+:44].[O:45]1[CH2:46][CH2:47][CH2:48][CH2:49]1.[OH2:39]>>[F:1][c:2]1[cH:3][cH:4][c:5]([C:6](=[O:7])[NH:8][CH:9]2[CH:10]([OH:32])[CH2:11][c:12]3[cH:13][cH:14][c:15]([N:18]4[CH2:19][CH2:20][N:21]([C:24](=[O:25])[O:26][C:27]([CH3:28])([CH3:29])[CH3:30])[CH2:22][CH2:23]4)[cH:16][c:17]32)[cH:33][cH:34]1. The reactants are O=C([O-])[O-], Cc1ccc(S(=O)(=O)n2c(-c3cn(C)c4ccc(C#N)cc34)cc3cccnc32)cc1, CCO, Cl, [K+], [K+], NO. Product: Cc1ccc(S(=O)(=O)n2c(-c3cn(C)c4ccc(C(=N)NO)cc34)cc3cccnc32)cc1. Reaction SMILES: [C:35](=[O:36])([O-:37])[O-:38].[CH3:1][n:2]1[cH:3][c:4](-[c:13]2[cH:14][c:15]3[c:16]([n:17][cH:18][cH:19][cH:20]3)[n:21]2[S:22](=[O:23])(=[O:24])[c:25]2[cH:26][cH:27][c:28]([CH3:31])[cH:29][cH:30]2)[c:5]2[cH:6][c:7]([C:11]#[N:12])[cH:8][cH:9][c:10]12.[CH3:41][CH2:42][OH:43].[ClH:32].[K+:39].[K+:40].[NH2:33][OH:34]>>[CH3:1][n:2]1[cH:3][c:4](-[c:13]2[cH:14][c:15]3[c:16]([n:17][cH:18][cH:19][cH:20]3)[n:21]2[S:22](=[O:23])(=[O:24])[c:25]2[cH:26][cH:27][c:28]([CH3:31])[cH:29][cH:30]2)[c:5]2[cH:6][c:7]([C:11](=[NH:12])[NH:33][OH:34])[cH:8][cH:9][c:10]12. The reactants are CN(C)C=O, C=C[Sn](CCCC)(CCCC)CCCC, FC(F)(F)c1cc(Cl)c(-n2cc(I)c(C(F)(F)F)n2)c(Cl)c1, c1ccc(P(c2ccccc2)(c2ccccc2)[Pd](P(c2ccccc2)(c2ccccc2)c2ccccc2)(P(c2ccccc2)(c2ccccc2)c2ccccc2)P(c2ccccc2)(c2ccccc2)c2ccccc2)cc1. The product is C=Cc1cn(-c2c(Cl)cc(C(F)(F)F)cc2Cl)nc1C(F)(F)F. Reaction SMILES: [CH3:38][N:39]([CH3:40])[CH:41]=[O:42].[CH:23](=[CH2:24])[Sn:25]([CH2:26][CH2:27][CH2:28][CH3:29])([CH2:30][CH2:31][CH2:32][CH3:33])[CH2:34][CH2:35][CH2:36][CH3:37].[Cl:1][c:2]1[c:3](-[n:13]2[n:14][c:15]([C:19]([F:20])([F:21])[F:22])[c:16]([I:18])[cH:17]2)[c:4]([Cl:12])[cH:5][c:6]([C:8]([F:9])([F:10])[F:11])[cH:7]1.[cH:43]1[cH:44][cH:45][c:46]([P:47]([Pd:48]([P:49]([c:50]2[cH:51][cH:52][cH:53][cH:54][cH:55]2)([c:56]2[cH:57][cH:58][cH:59][cH:60][cH:61]2)[c:62]2[cH:63][cH:64][cH:65][cH:66][cH:67]2)([P:68]([c:69]2[cH:70][cH:71][cH:72][cH:73][cH:74]2)([c:75]2[cH:76][cH:77][cH:78][cH:79][cH:80]2)[c:81]2[cH:82][cH:83][cH:84][cH:85][cH:86]2)[P:87]([c:88]2[cH:89][cH:90][cH:91][cH:92][cH:93]2)([c:94]2[cH:95][cH:96][cH:97][cH:98][cH:99]2)[c:100]2[cH:101][cH:102][cH:103][cH:104][cH:105]2)([c:106]2[cH:107][cH:108][cH:109][cH:110][cH:111]2)[c:112]2[cH:113][cH:114][cH:115][cH:116][cH:117]2)[cH:118][cH:119]1>>[Cl:1][c:2]1[c:3](-[n:13]2[n:14][c:15]([C:19]([F:20])([F:21])[F:22])[c:16]([CH:23]=[CH2:24])[cH:17]2)[c:4]([Cl:12])[cH:5][c:6]([C:8]([F:9])([F:10])[F:11])[cH:7]1. Starting materials: ClC1=CC=C(NC(C2=C(C(=CC=C2)O)[N+](=O)[O-])=O)C=C1 (4′-Chloro-3-hydroxy-2-nitrobenzanilide), O (water), reduced iron, [Cl-].[NH4+] (ammonium chloride). The solvent is CO (methanol). Reaction conditions: temperature 60 celsius, time 2 hour. Product: N (ammonia), ClC1=CC=C(NC(C2=C(C(=CC=C2)O)NCC2CCN(CC2)C(C)C)=O)C=C1 (4′-chloro-3-hydroxy-2-{[(1-isopropyl-4-piperidyl)methyl]amino}benzanilide). Reaction SMILES: [Cl:1][C:2]1[CH:20]=[CH:19][C:5]([NH:6][C:7](=[O:18])[C:8]2[CH:13]=[CH:12][CH:11]=[C:10]([OH:14])[C:9]=2[N+:15]([O-])=O)=[CH:4][CH:3]=1.O.[Cl-].[NH4+:23]>CO>[NH3:6].[Cl:1][C:2]1[CH:20]=[CH:19][C:5]([NH:6][C:7](=[O:18])[C:8]2[CH:13]=[CH:12][CH:11]=[C:10]([OH:14])[C:9]=2[NH:15][CH2:7][CH:8]2[CH2:13][CH2:12][N:23]([CH:2]([CH3:20])[CH3:3])[CH2:10][CH2:9]2)=[CH:4][CH:3]=1 |f:2.3|. Procedure details: 4′-Chloro-3-hydroxy-2-nitrobenzanilide (1.43 g) was suspended in 50 ml of methanol, then 5 ml of distilled water, 2.80 g of reduced iron and 530 mg of ammonium chloride were added thereto and the mixture was stirred at 60° C. for 2 hours. The reaction was filtered through Celite and concentrated in vacuo. To the resulting residue was added a saturated saline solution and the mixture was extracted with chloroform. The organic layer was dried over magnesium sulfate and concentrated in vacuo. The r...